This data is from the Open Reaction Database (ORD), a public repository of structured organic reaction records. The task is: describe an organic reaction: reactants, conditions, products, and yield Starting materials: ClC1=C2N(C=3C=CC(=CC13)OCC1=CC(=C(C=C1)OC(C)C)C(F)(F)F)CC[C@@H]2CC(=O)O ((R)-2-(9-Chloro-7-(4-isopropoxy-3-(trifluoromethyl)benzyloxy)-2,3-dihydro-1H-pyrrolo[1,2-a]indol-1-yl)acetic acid), CNC[C@H](O)[C@@H](O)[C@H](O)[C@H](O)CO (N-methylglucamine). Solvent: CC(=O)C (acetone). Reaction conditions: temperature 50 celsius. The product is CNC[C@H](O)[C@@H](O)[C@H](O)[C@H](O)CO.ClC1=C2N(C=3C=CC(=CC13)OCC1=CC(=C(C=C1)OC(C)C)C(F)(F)F)CC[C@@H]2CC(=O)O ((R)-2-(9-chloro-7-(4-isopropoxy-3-(trifluoromethyl)benzyloxy)-2,3-dihydro-1H-pyrrolo[1,2-a]indol-1-yl)acetic acid N-methylglucamine salt). Reaction SMILES: [Cl:1][C:2]1[C:10]2[CH:9]=[C:8]([O:11][CH2:12][C:13]3[CH:18]=[CH:17][C:16]([O:19][CH:20]([CH3:22])[CH3:21])=[C:15]([C:23]([F:26])([F:25])[F:24])[CH:14]=3)[CH:7]=[CH:6][C:5]=2[N:4]2[CH2:27][CH2:28][C@H:29]([CH2:30][C:31]([OH:33])=[O:32])[C:3]=12.[CH3:34][NH:35][CH2:36][C@@H:37]([C@H:39]([C@@H:41]([C@@H:43]([CH2:45][OH:46])[OH:44])[OH:42])[OH:40])[OH:38]>CC(C)=O>[CH3:34][NH:35][CH2:36][C@@H:37]([C@H:39]([C@@H:41]([C@@H:43]([CH2:45][OH:46])[OH:44])[OH:42])[OH:40])[OH:38].[Cl:1][C:2]1[C:10]2[CH:9]=[C:8]([O:11][CH2:12][C:13]3[CH:18]=[CH:17][C:16]([O:19][CH:20]([CH3:22])[CH3:21])=[C:15]([C:23]([F:24])([F:25])[F:26])[CH:14]=3)[CH:7]=[CH:6][C:5]=2[N:4]2[CH2:27][CH2:28][C@H:29]([CH2:30][C:31]([OH:33])=[O:32])[C:3]=12 |f:3.4|. Procedure details: (R)-2-(9-Chloro-7-(4-isopropoxy-3-(trifluoromethyl)benzyloxy)-2,3-dihydro-1H-pyrrolo[1,2-a]indol-1-yl)acetic acid (15 mg, 0.0311 mmol) was dissolved in acetone (0.5 mL) and warmed to 50° C. Aqueous N-methylglucamine (14 uL, 2.27M) was added and the mixture was allowed to slowly cool to 30° C. over 24 h. The reaction mixture was evaporated to dryness, and EtOAc (0.5 mL) was added to provide a solid which was collected by filtration.